This data is from the Open Reaction Database (ORD), a public repository of structured organic reaction records. The task is: describe an organic reaction: reactants, conditions, products, and yield The reactants are C1(=CC=CC2=CC=CC=C12)C1(CCCC1)C#N (1-naphthalen-1-yl-cyclopentanecarbonitrile), [H-].C(C(C)C)[Al+]CC(C)C (diisobutylaluminium hydride), C(C)(=O)OCC (ethyl acetate). Run in ClCCl (dichloromethane), CCCCCC (hexane). Conditions: time 17 hour. The product is C1(=CC=CC2=CC=CC=C12)C1(CCCC1)C=O (1-naphthalen-1-yl-cyclopentanecarbaldehyde). Isolated yield 98.0%. As a reaction SMILES: [C:1]1([C:11]2([C:16]#N)[CH2:15][CH2:14][CH2:13][CH2:12]2)[C:10]2[C:5](=[CH:6][CH:7]=[CH:8][CH:9]=2)[CH:4]=[CH:3][CH:2]=1.[H-].C([Al+]CC(C)C)C(C)C.C(OCC)(=[O:30])C>ClCCl.CCCCCC>[C:1]1([C:11]2([CH:16]=[O:30])[CH2:15][CH2:14][CH2:13][CH2:12]2)[C:10]2[C:5](=[CH:6][CH:7]=[CH:8][CH:9]=2)[CH:4]=[CH:3][CH:2]=1 |f:1.2|. Reported procedure: To a solution of 1-naphthalen-1-yl-cyclopentanecarbonitrile (338) (10.5 g, 47.4 mmol) in dichloromethane (150 mL) was added dropwise diisobutylaluminium hydride (25% in toluene, 67.5 mL, 118.6 mmol) at −78° C. and stirred for 2 h at the same temperature (silica TLC, 5% ethyl acetate in hexane; Rf=0.6). The reaction mixture was quenched with a saturated aqueous solution of potassium sodium tarterate (35 mL) and stirred for 17 h at room temperature. The reaction mixture was filtered and the residu... Reactants: CS(=O)(=O)N1CCC2(CCN(C2=O)C2=CC=C(C=C2)OC(F)(F)F)CC1 (8-Methanesulfonyl-2-(4-trifluoromethoxy-phenyl)-2,8-diaza-spiro[4.5]decan-1-one), [Li]CCCC (nBuLi), BrCCCC(=O)Cl (4-bromo-butyryl chloride), [Li]CCCC (nBuLi). Run in C1CCOC1 (THF), C1CCOC1 (THF). Conditions: temperature -78 celsius, time 10 minute. Yields the product O1\C(\CCC1)=C/S(=O)(=O)N1CCC2(CCN(C2=O)C2=CC=C(C=C2)OC(F)(F)F)CC1 (8-[dihydro-furan-(2Z)-ylidenemethanesulfonyl]-2-(4-trifluoromethoxy-phenyl)-2,8-diaza-spiro[4.5]decan-1-one). The yield is 25.1%. RXN SMILES: [CH3:1][S:2]([N:5]1[CH2:26][CH2:25][C:8]2([C:12](=[O:13])[N:11]([C:14]3[CH:19]=[CH:18][C:17]([O:20][C:21]([F:24])([F:23])[F:22])=[CH:16][CH:15]=3)[CH2:10][CH2:9]2)[CH2:7][CH2:6]1)(=[O:4])=[O:3].[Li]CCCC.Br[CH2:33][CH2:34][CH2:35][C:36](Cl)=[O:37]>C1COCC1>[O:37]1[CH2:36][CH2:35][CH2:34]/[C:33]/1=[CH:1]/[S:2]([N:5]1[CH2:6][CH2:7][C:8]2([C:12](=[O:13])[N:11]([C:14]3[CH:15]=[CH:16][C:17]([O:20][C:21]([F:23])([F:22])[F:24])=[CH:18][CH:19]=3)[CH2:10][CH2:9]2)[CH2:25][CH2:26]1)(=[O:4])=[O:3]. Procedure details: To a solution of 8-methanesulfonyl-2-(4-trifluoromethoxy-phenyl)-2,8-diaza-spiro[4.5]decan-1-one (described in example 208, step A) (50 mg, 13 mmol) in THF (3 mL) at −78° C. was added nBuLi (1.6M solution in heptane, 80 uL, 13 mmol), and the reaction mixture was stirred at −78° C. for 10 mins. Then a solution of 4-bromo-butyryl chloride (15 uL 0.13 mmol) in THF (1 mL) was added and the reaction mixture was stirred for a further 30 mins at −78° C. and then another 2 equivalents of nBuLi were adde... Starting materials: O=C(N=C=S)c1ccccc1, ClCCl, Cc1cccc(-c2ccccc2)c1N. Product: Cc1cccc(-c2ccccc2)c1NC(=S)NC(=O)c1ccccc1. Reaction SMILES: [C:1]([c:2]1[cH:3][cH:4][cH:5][cH:6][cH:7]1)(=[O:8])[N:9]=[C:10]=[S:11].[Cl:26][CH2:27][Cl:28].[NH2:12][c:13]1[c:14](-[c:20]2[cH:21][cH:22][cH:23][cH:24][cH:25]2)[cH:15][cH:16][cH:17][c:18]1[CH3:19]>>[C:1]([c:2]1[cH:3][cH:4][cH:5][cH:6][cH:7]1)(=[O:8])[NH:9][C:10](=[S:11])[NH:12][c:13]1[c:14](-[c:20]2[cH:21][cH:22][cH:23][cH:24][cH:25]2)[cH:15][cH:16][cH:17][c:18]1[CH3:19]. The reactants are CC1(C(SC(S1)=NCC)=NO)C (5,5-dimethyl-2-ethylimino-4-oximino-1,3-dithiolane), CN(C(=O)F)SC(Cl)(Cl)Cl (N-methyl-N-trichloromethanesulfenyl carbamoyl fluoride), CN(C(=O)F)SC(Cl)(Cl)Cl (N-methyl-N-trichloromethanesulfenyl carbamoyl fluoride). Solvent: O (water), O1CCOCC1 (dioxane). Conditions: time 16 hour. The product is CC1(C(SC(S1)=NCC)=NOC(N(SC(Cl)(Cl)Cl)C)=O)C (5,5-Dimethyl-2-ethylimino-4-[[ O-[N-methyl-N-(trichloromethanesulfenyl)carbamoyl]oximino]]-1,3-dithiolane). The yield is 57.4%. Reaction SMILES: [CH3:1][C:2]1([CH3:12])[S:6][C:5](=[N:7][CH2:8][CH3:9])[S:4][C:3]1=[N:10][OH:11].[CH3:13][N:14]([S:18][C:19]([Cl:22])([Cl:21])[Cl:20])[C:15](F)=[O:16]>O1CCOCC1.O>[CH3:12][C:2]1([CH3:1])[S:6][C:5](=[N:7][CH2:8][CH3:9])[S:4][C:3]1=[N:10][O:11][C:15](=[O:16])[N:14]([CH3:13])[S:18][C:19]([Cl:22])([Cl:21])[Cl:20]. Procedure: To a solution of 3.5 grams (0.017m) of 5,5-dimethyl-2-ethylimino-4-oximino-1,3-dithiolane (XXIII) and 3.84 grams (0.017m) of N-methyl-N-trichloromethanesulfenyl carbamoyl fluoride in 75 ml of dioxane, was added dropwise with stirring 1.71 grams (0.017m) of triethylamine. After allowing the reaction mixture to stand at room temperature for 16 hours it was diluted with 250 ml of cold water and was extracted in ethylacetate. The organic extract was washed with water, dried over magnesium sulfate an... The reactants are O (water), C(C)(C)N1CCC(CC1)O (1-isopropylpiperidin-4-ol), ClC1=NC(=CC2=CC=CC(=C12)Cl)[C@H](C)NC1=C2N=CNC2=NC=N1 ((S)—N-(1-(1,8-dichloroisoquinolin-3-yl)ethyl)-9H-purin-6-amine), [H-].[Na+] (NaH). Run in C1CCOC1 (THF). Run at time 10 minute. Yields the product ClC=1C=CC=C2C=C(N=C(C12)OC1CCN(CC1)C(C)C)[C@H](C)NC1=C2N=CNC2=NC=N1 ((S)—N-(1-(8-chloro-1-(1-isopropylpiperidin-4-yloxy)isoquinolin-3-yl)ethyl)-9H-purin-6-amine). As a reaction SMILES: [CH:1]([N:4]1[CH2:9][CH2:8][CH:7]([OH:10])[CH2:6][CH2:5]1)([CH3:3])[CH3:2].[H-].[Na+].Cl[C:14]1[C:23]2[C:18](=[CH:19][CH:20]=[CH:21][C:22]=2[Cl:24])[CH:17]=[C:16]([C@@H:25]([NH:27][C:28]2[N:36]=[CH:35][N:34]=[C:33]3[C:29]=2[N:30]=[CH:31][NH:32]3)[CH3:26])[N:15]=1.O>C1COCC1>[Cl:24][C:22]1[CH:21]=[CH:20][CH:19]=[C:18]2[C:23]=1[C:14]([O:10][CH:7]1[CH2:8][CH2:9][N:4]([CH:1]([CH3:3])[CH3:2])[CH2:5][CH2:6]1)=[N:15][C:16]([C@@H:25]([NH:27][C:28]1[N:36]=[CH:35][N:34]=[C:33]3[C:29]=1[N:30]=[CH:31][NH:32]3)[CH3:26])=[CH:17]2 |f:1.2|. Procedure details: To a stirred mixture of 1-isopropylpiperidin-4-ol (120 mg, 0.83 mmol, 1.2 eq) in THF (10 mL) at 0° C., NaH (60% in mineral oil, 33.2 mg, 0.83 mmol, 1.2 eq) was added and the resulting mixture was stirred for 10 min. To this mixture, (S)—N-(1-(1,8-dichloroisoquinolin-3-yl)ethyl)-9H-purin-6-amine 38 (250 mg, 0.70 mmol, 1.0 eq) was added. The resulting mixture was stirred at reflux overnight, cooled to RT and then poured into water (20 mL). The mixture was extracted with ethyl acetate (3×20 mL). Th...